Dataset: the Open Reaction Database (ORD), a public repository of structured organic reaction records. Task: describe an organic reaction: reactants, conditions, products, and yield Starting materials: CC=1C=C(C=C(OCC2(CC2)CON2C(C=3C(C2=O)=CC=CC3)=O)C1)OS(=O)(=O)C1=C(C=CC=C1)S(=O)(=O)C (N-{1-[[5-methyl-3-(2-methylsulfonylphenylsulfonyloxy)phenoxy]methyl]cyclopropylmethoxy}phthalimide), O1CCCC1 (tetrahydrofuran), Cl (HCl), [BH4-].[Na+] (sodium borohydride). Solvent: C(C)O (ethanol), O (water). Conditions: time 8 hour. Product: CC=1C=C(C=C(OCC2(CC2)CON)C1)OS(=O)(=O)C1=C(C=CC=C1)S(=O)(=O)C (N-{1-[[5-Methyl-3-(2-methylsulfonylphenylsulfonyloxy)phenoxy]methyl]cyclopropylmethoxy}amine). Yield: 85.8%. Reaction SMILES: [CH3:1][C:2]1[CH:3]=[C:4]([O:26][S:27]([C:30]2[CH:35]=[CH:34][CH:33]=[CH:32][C:31]=2[S:36]([CH3:39])(=[O:38])=[O:37])(=[O:29])=[O:28])[CH:5]=[C:6]([CH:25]=1)[O:7][CH2:8][C:9]1([CH2:12][O:13][N:14]2C(=O)C3=CC=CC=C3C2=O)[CH2:11][CH2:10]1.O1CCCC1.[BH4-].[Na+].Cl>C(O)C.O>[CH3:1][C:2]1[CH:3]=[C:4]([O:26][S:27]([C:30]2[CH:35]=[CH:34][CH:33]=[CH:32][C:31]=2[S:36]([CH3:39])(=[O:38])=[O:37])(=[O:29])=[O:28])[CH:5]=[C:6]([CH:25]=1)[O:7][CH2:8][C:9]1([CH2:12][O:13][NH2:14])[CH2:11][CH2:10]1 |f:2.3|. Procedure: To a solution of N-{1-[[5-methyl-3-(2-methylsulfonylphenylsulfonyloxy)phenoxy]methyl]cyclopropylmethoxy}phthalimide (5.4 g, 9.5 mmol), as prepared in the preceding step, in ethanol (100 mL)/tetrahydrofuran (100 mL)/water (50 mL) was added sodium borohydride (1.15 g, 30.0 mmol). The reaction mixture was stirred at ambient temperature overnight. 2N HCl was added to adjust the pH to 1-2, the mixture was heated to 50° C. for 2 hours. The reaction mixture was concentrated to about 100 mL, water (50 m... The reactants are CCN=C=NCCCN(C)C, CN(C)c1ccccn1, CN(C)C=O, ClCCl, Cl, Cn1cc(C(C(=O)O)c2ccc3c(c2)OCO3)c2ccc(C(N)=O)cc21, Cc1ccc(S(N)(=O)=O)cc1. Yields the product Cc1ccc(S(=O)(=O)NC(=O)C(c2ccc3c(c2)OCO3)c2cn(C)c3cc(C(N)=O)ccc23)cc1. As a reaction SMILES: [CH3:2][N:3]([CH3:4])[CH2:5][CH2:6][CH2:7][N:8]=[C:9]=[N:10][CH2:11][CH3:12].[CH3:39][N:40]([c:41]1[cH:42][cH:43][cH:44][cH:45][n:46]1)[CH3:47].[CH3:62][N:63]([CH3:64])[CH:65]=[O:66].[Cl:59][CH2:60][Cl:61].[ClH:1].[O:13]1[CH2:14][O:15][c:16]2[c:17]1[cH:18][cH:19][c:20]([CH:22]([C:23](=[O:24])[OH:25])[c:26]1[cH:27][n:28]([CH3:38])[c:29]3[cH:30][c:31]([C:35]([NH2:36])=[O:37])[cH:32][cH:33][c:34]13)[cH:21]2.[c:48]1([CH3:58])[cH:49][cH:50][c:51]([S:54](=[O:55])(=[O:56])[NH2:57])[cH:52][cH:53]1>>[O:13]1[CH2:14][O:15][c:16]2[c:17]1[cH:18][cH:19][c:20]([CH:22]([C:23](=[O:24])[NH:57][S:54]([c:51]1[cH:50][cH:49][c:48]([CH3:58])[cH:53][cH:52]1)(=[O:55])=[O:56])[c:26]1[cH:27][n:28]([CH3:38])[c:29]3[cH:30][c:31]([C:35]([NH2:36])=[O:37])[cH:32][cH:33][c:34]13)[cH:21]2. Reactants: C=O (formaldehyde), C1(=CC=CC=C1)C1=NCC=2N(C3=C1C=CC=C3)C=NN2 (6-phenyl-4H-s-triazolo[4,3-a][1,4-]benzodiazepine). The solvent is C(=O)O (formic acid). The product is C(C1=CC=CC=C1)(=O)C1=CC=CC=C1 (benzophenone). As a reaction SMILES: [C:1]1([C:7]2[C:13]3[CH:14]=[CH:15][CH:16]=[CH:17][C:12]=3N3C=NN=C3CN=2)[CH:6]=[CH:5][CH:4]=[CH:3][CH:2]=1.C=[O:22]>C(O)=O>[C:7]([C:13]1[CH:14]=[CH:15][CH:16]=[CH:17][CH:12]=1)(=[O:22])[C:1]1[CH:6]=[CH:5][CH:4]=[CH:3][CH:2]=1. Procedure details: In the manner given in Example 1, 8-chloro-1-[[ (2-propynyl)amino]3-[-6-phenyl-4H-s-triazolo[4,3-a][1,4-]benzodiazepine is heated in formic acid with aqueous formaldehyde to give 5-chloro-2-[3[(2-propynyl)methylamino]methyl]-5-[(dimethylamino)methyl]-4H-1,2,4-triazol-4-yl]benzophenone. Starting materials: CC=1C=C(C=CC1)SCCCCOC=1C=C2CCC(NC2=CC1)=O (6-[4-(3-methylphenyl-mercapto)-butoxy]-3,4-dihydro-carbostyril), OO (hydrogen peroxide). Product: CC=1C=C(C=CC1)S(=O)CCCCOC=1C=C2CCC(NC2=CC1)=O (6-[4-(3-Methylphenyl-sulfinyl)-butoxy]-3,4-dihydro-carbostyril). RXN SMILES: [CH3:1][C:2]1[CH:3]=[C:4]([S:8][CH2:9][CH2:10][CH2:11][CH2:12][O:13][C:14]2[CH:15]=[C:16]3[C:21](=[CH:22][CH:23]=2)[NH:20][C:19](=[O:24])[CH2:18][CH2:17]3)[CH:5]=[CH:6][CH:7]=1.[OH:25]O>>[CH3:1][C:2]1[CH:3]=[C:4]([S:8]([CH2:9][CH2:10][CH2:11][CH2:12][O:13][C:14]2[CH:15]=[C:16]3[C:21](=[CH:22][CH:23]=2)[NH:20][C:19](=[O:24])[CH2:18][CH2:17]3)=[O:25])[CH:5]=[CH:6][CH:7]=1. Procedure details: Prepared analogous to Example 2 from 6-[4-(3-methylphenyl-mercapto)-butoxy]-3,4-dihydro-carbostyril and hydrogen peroxide. Starting materials: ClC1=C(C=CC(=C1)S(=O)(=O)CC)C=1C(=CC=C(C1)Cl)O (2′,5-Dichloro-4′-(ethylsulfonyl)-[1,1′-biphenyl]-2-ol), C(C)OC(CBr)=O (ethylbromoacetate). Yields the product ClC1=C(C=CC(=C1)S(=O)(=O)CC)C1=C(C=CC(=C1)Cl)OCC(=O)OCC ([[2′,5-Dichloro-4′-(ethylsulfonyl)[1,1′-biphenyl]-2-yl]oxy]-acetic acid, ethyl ester). Reaction SMILES: [Cl:1][C:2]1[CH:7]=[C:6]([S:8]([CH2:11][CH3:12])(=[O:10])=[O:9])[CH:5]=[CH:4][C:3]=1[C:13]1[C:14]([OH:20])=[CH:15][CH:16]=[C:17]([Cl:19])[CH:18]=1.[CH2:21]([O:23][C:24](=[O:27])[CH2:25]Br)[CH3:22]>>[Cl:1][C:2]1[CH:7]=[C:6]([S:8]([CH2:11][CH3:12])(=[O:9])=[O:10])[CH:5]=[CH:4][C:3]=1[C:13]1[CH:18]=[C:17]([Cl:19])[CH:16]=[CH:15][C:14]=1[O:20][CH2:25][C:24]([O:23][CH2:21][CH3:22])=[O:27]. Reported procedure: The subtitle compound was prepared by the method of example 1 step (i) using the product from step (iv) and ethylbromoacetate. Yield 2.23 g Reactants: COc1cc2c(=O)[nH]cnc2cc1OCCCN1CCOCC1, CCOC(C)=O, CN(C)C=O, O=S(Cl)Cl. Yields the product COc1cc2c(Cl)ncnc2cc1OCCCN1CCOCC1. Reaction SMILES: [CH3:1][O:2][c:3]1[cH:4][c:5]2[c:6](=[O:23])[nH:7][cH:8][n:9][c:10]2[cH:11][c:12]1[O:13][CH2:14][CH2:15][CH2:16][N:17]1[CH2:18][CH2:19][O:20][CH2:21][CH2:22]1.[CH3:29][CH2:30][O:31][C:32](=[O:33])[CH3:34].[O:24]=[CH:25][N:26]([CH3:27])[CH3:28].[S:35]([Cl:36])([Cl:37])=[O:38]>>[CH3:1][O:2][c:3]1[cH:4][c:5]2[c:6]([Cl:37])[n:7][cH:8][n:9][c:10]2[cH:11][c:12]1[O:13][CH2:14][CH2:15][CH2:16][N:17]1[CH2:18][CH2:19][O:20][CH2:21][CH2:22]1. Reaction SMILES: C([O:5][C:6]([N:8]1[CH2:13][C@@H:12]2[CH2:14][C@H:9]1[CH2:10][N:11]2[C:15]([C@@:17]12[CH2:24][CH2:23][CH2:22][C@@H:21]1[CH2:20][C@@H:19]([N:25](C(=O)C(F)(F)F)[C@@H:26]1[C@H:31]([O:32][CH3:33])[CH2:30][O:29][CH2:28][CH2:27]1)[CH2:18]2)=[O:16])=[O:7])(C)(C)C.[BH4-].[Na+].O.C([O-])([O-])=O.[Na+].[Na+]>ClCCl.C(O)C>[C:6]([N:8]1[CH2:13][C@@H:12]2[CH2:14][C@H:9]1[CH2:10][N:11]2[C:15]([C@@:17]12[CH2:24][CH2:23][CH2:22][C@@H:21]1[CH2:20][C@@H:19]([NH:25][C@@H:26]1[C@H:31]([O:32][CH3:33])[CH2:30][O:29][CH2:28][CH2:27]1)[CH2:18]2)=[O:16])([OH:7])=[O:5] |f:1.2,4.5.6,7.8|. The product is C(=O)(O)N1[C@@H]2CN([C@H](C1)C2)C(=O)[C@@]21C[C@@H](C[C@H]1CCC2)N[C@H]2CCOC[C@H]2OC (1,5-anhydro-3-{[(2R,3aR,6aR)-3a-{[(1S,4S)-5-carboxy-2,5-diazabicyclo[2.2.1]hept-2-yl]carbonyl}octahydropentalen-2-yl]amino}-2,3-dideoxy-4-O-methyl-D-erythro-pentitol). Starting materials: C(=O)([O-])[O-].[Na+].[Na+] (Na2CO3), C(C)(C)(C)OC(=O)N1[C@@H]2CN([C@H](C1)C2)C(=O)[C@@]21C[C@@H](C[C@H]1CCC2)N([C@H]2CCOC[C@H]2OC)C(C(F)(F)F)=O (1,5-anhydro-3-{[(2R,3aR,6aR)-3a-{[(1S,4S)-5-(tert-butoxycarbonyl)-2,5-diazabicyclo[2.2.1]hept-2-yl]carbonyl}octahydropentalen-2-yl](trifluoroacetyl)amino}-2,3-dideoxy-4-O-methyl-D-erythro-pentitol), [BH4-].[Na+] (NaBH4), O (Water). The solvent is ClCCl.C(C)O (dichloromethane ethanol). The yield is 107.7%. Procedure details: A solution of Example 11A (5.5 g, 9.8 mmol) and NaBH4 (1.1 g, 29.4 mmol) in dichloromethane/ethanol (20 mL/20 mL) was stirred at room temperature for 2 hours. Water was added and the resulting solution was adjusted to pH=10 with saturated Na2CO3 solution and extracted with ethyl acetate. The combined organic layer was washed with brine, dried over Na2SO4, filtered, and concentrated to result in the title compound (4.3 g, 95%). The reactants are CC1=CC=C(C=CC(=O)OC)C=C1 (p-methylcinnamic acid, methyl ester), [N+](=O)([O-])C (nitromethane), CN(C(N(C)C)=N)C (tetramethylguanidine). The solvent is C(C)OCC (diethyl ether), Cl (hydrochloric acid). Reaction conditions: time 72 hour. Product: COC(CC(C[N+](=O)[O-])C1=CC=C(C=C1)C)=O (4-nitro-3-(4-methylphenyl) butanoic acid methyl ester). Reaction SMILES: [CH3:1][C:2]1[CH:13]=[CH:12][C:5]([CH:6]=[CH:7][C:8]([O:10][CH3:11])=[O:9])=[CH:4][CH:3]=1.[N+:14]([CH3:17])([O-:16])=[O:15].CN(C)C(=N)N(C)C>C(OCC)C.Cl>[CH3:11][O:10][C:8](=[O:9])[CH2:7][CH:6]([C:5]1[CH:12]=[CH:13][C:2]([CH3:1])=[CH:3][CH:4]=1)[CH2:17][N+:14]([O-:16])=[O:15]. Reported procedure: A mixture to 300 g of p-methylcinnamic acid, methyl ester, 500 g of nitromethane and 39 g of tetramethylguanidine is allowed to stir at room temperature for 72 hours. The solution is diluted with diethyl ether and (1 liter, 1 N) aqueous hydrochloric acid solution added. The organic layer is separated, dried over anhydrous magnesium sulfate, and evaporated to give 4-nitro-3-(4-methylphenyl) butanoic acid methyl ester.